This data is from the Open Reaction Database (ORD), a public repository of structured organic reaction records. The task is: describe an organic reaction: reactants, conditions, products, and yield Reactants: BrC1=CC=C(C=C1)C1(CCNCC1)C (4-(4-bromophenyl)-4-methylpiperidine), O(C(=O)OC(C)(C)C)C(=O)OC(C)(C)C ((BOC)2O). Solvent: O (water), C(Cl)Cl (DCM). Run at time 30 minute. Yields the product BrC1=CC=C(C=C1)C1(CCN(CC1)C(=O)OC(C)(C)C)C (tert-butyl 4-(4-bromophenyl)-4-methylpiperidine-1-carboxylate). Yield: 88.2%. Reaction SMILES: [Br:1][C:2]1[CH:7]=[CH:6][C:5]([C:8]2([CH3:14])[CH2:13][CH2:12][NH:11][CH2:10][CH2:9]2)=[CH:4][CH:3]=1.[O:15](C(OC(C)(C)C)=O)[C:16]([O:18][C:19]([CH3:22])([CH3:21])[CH3:20])=O>C(Cl)Cl.O>[Br:1][C:2]1[CH:7]=[CH:6][C:5]([C:8]2([CH3:14])[CH2:9][CH2:10][N:11]([C:16]([O:18][C:19]([CH3:22])([CH3:21])[CH3:20])=[O:15])[CH2:12][CH2:13]2)=[CH:4][CH:3]=1. Procedure details: To a solution of 4-(4-bromophenyl)-4-methylpiperidine (285) (4.1 g, 16 mmol) in DCM (20 mL) was added (BOC)2O (5.7 g, 26 mmol). The resulting mixture was stirred at RT for 30 min before being diluted with water (10 mL). The mixture was extracted with DCM (10 mL×2). The combine organic layers were washed with brine, dried, concentrated in vacuo, and subjected to silica flash column using 0 to 20% EtOAc in PE to give tert-butyl 4-(4-bromophenyl)-4-methylpiperidine-1-carboxylate (286) (5 g, 88%) as... The reactants are COC(=O)[C@H]1[C@@]2(CC[C@@H]3C(O[C@@H](C[C@@]3([C@H]2C([C@H](C1)O)=O)C)C1=COC=C1)=O)C ((2S,4aS,6aR,7R,9S,10aS,10bR)-9-(hydroxy)-2-(3-furanyl)dodecahydro-6a,10b-dimethyl-4,10-dioxo-2H-naphtho[2,1-c]pyran-7-carboxylic acid methyl ester), C1(=CC=CC=C1)P(C1=CC=CC=C1)C1=CC=CC=C1 (triphenylphosphine), C(Br)(Br)Br (bromoform), C1(=CC=CC=C1)P(C1=CC=CC=C1)C1=CC=CC=C1 (triphenylphosphine), C(Br)(Br)Br (bromoform). Solvent: C(Cl)Cl (CH2Cl2). Run at time 8 hour. Product: COC(=O)[C@H]1[C@@]2(CC[C@@H]3C(O[C@@H](C[C@@]3([C@H]2C([C@@H](C1)Br)=O)C)C1=COC=C1)=O)C ((2S,4aS,6aR,7R,9R,10aS,10bR)-9-(Bromo)-2-(3-furanyl)-dodecahydro-6a,10b-dimethyl-4,10-dioxo-2H-naphtho[2,1-c]pyran-7-carboxylic acid methyl ester). Isolated yield 58.1%. As a reaction SMILES: [CH3:1][O:2][C:3]([C@@H:5]1[CH2:18][C@H:17](O)[C:16](=[O:20])[C@H:15]2[C@@:6]1([CH3:28])[CH2:7][CH2:8][C@H:9]1[C@:14]2([CH3:21])[CH2:13][C@@H:12]([C:22]2[CH:26]=[CH:25][O:24][CH:23]=2)[O:11][C:10]1=[O:27])=[O:4].C1(P(C2C=CC=CC=2)C2C=CC=CC=2)C=CC=CC=1.C(Br)(Br)[Br:49]>C(Cl)Cl>[CH3:1][O:2][C:3]([C@@H:5]1[CH2:18][C@@H:17]([Br:49])[C:16](=[O:20])[C@H:15]2[C@@:6]1([CH3:28])[CH2:7][CH2:8][C@H:9]1[C@:14]2([CH3:21])[CH2:13][C@@H:12]([C:22]2[CH:26]=[CH:25][O:24][CH:23]=2)[O:11][C:10]1=[O:27])=[O:4]. Reported procedure: A mixture of salvinorin B (8a) (0.15 g, 0.38 mmol), triphenylphosphine (0.21 g, 0.80 mmol), and bromoform (0.15 g, 0.45 mmol) in CH2Cl2 (30 mL) was stirred at room temperature overnight. TLC indicated that starting material was still present after 16 h, thus additional triphenylphosphine (0.11 g, 0.42 mmol) and bromoform (0.07 g, 0.21 mmol) were added and the mixture was stirred for an additional 3 h. The solvent was removed under reduced pressure affording a crude solid. The oil was purified by... Reactants: O=C([O-])O, ClCCl, COc1cc(C=CC(=O)NC(Cc2ccccc2)C(C)O)ccc1-n1cnc(C)c1, CCOC(C)=O, [Na+], O. The product is COc1cc(C=CC(=O)NC(Cc2ccccc2)C(C)=O)ccc1-n1cnc(C)c1. Reaction SMILES: [C:35](=[O:36])([OH:37])[O-:38].[CH2:1]([Cl:2])[Cl:3].[CH2:4]([c:5]1[cH:6][cH:7][cH:8][cH:9][cH:10]1)[CH:11]([CH:12]([CH3:13])[OH:14])[NH:15][C:16]([CH:17]=[CH:18][c:19]1[cH:20][c:21]([O:31][CH3:32])[c:22](-[n:25]2[cH:26][n:27][c:28]([CH3:30])[cH:29]2)[cH:23][cH:24]1)=[O:33].[CH3:40][CH2:41][O:42][C:43](=[O:44])[CH3:45].[Na+:39].[OH2:34]>>[CH2:4]([c:5]1[cH:6][cH:7][cH:8][cH:9][cH:10]1)[CH:11]([C:12]([CH3:13])=[O:14])[NH:15][C:16]([CH:17]=[CH:18][c:19]1[cH:20][c:21]([O:31][CH3:32])[c:22](-[n:25]2[cH:26][n:27][c:28]([CH3:30])[cH:29]2)[cH:23][cH:24]1)=[O:33]. Starting materials: Cl[C@H]1CN(CCC1)CCC1=CC(=CC=C1)OC ((R)-(-)-3-chloro-1-(3-methoxyphenethyl)piperidine), ice water, [H-].[Na+] (sodium hydride), C1=CC=CC=2NC3=C(OCC21)C=CC=C3 (5,11-dihydrodibenzo[b,e][1,4]oxazepine). The solvent is CS(=O)C (dimethyl sulfoxide), petroleum ether, CS(=O)C (dimethyl sulfoxide). Conditions: time 30 minute. Yields the product COC=1C=C(CCN2[C@@H](CCC2)CN2C3=C(OCC4=C2C=CC=C4)C=CC=C3)C=CC1 ((S)-(-)-5,11-dihydro-5-[1-(3-methoxyphenethyl)-2-pyrrolidinylmethyl]-dibenzo[b,e][1,4]oxazepine). Yield: 79.1%. Reaction SMILES: [H-].[Na+].[CH:3]1[C:13]2[CH2:12][O:11][C:10]3[CH:14]=[CH:15][CH:16]=[CH:17][C:9]=3[NH:8][C:7]=2[CH:6]=[CH:5][CH:4]=1.Cl[C@@H:19]1[CH2:24][CH2:23][CH2:22][N:21]([CH2:25][CH2:26][C:27]2[CH:32]=[CH:31][CH:30]=[C:29]([O:33][CH3:34])[CH:28]=2)[CH2:20]1>CS(C)=O>[CH3:34][O:33][C:29]1[CH:28]=[C:27]([CH:32]=[CH:31][CH:30]=1)[CH2:26][CH2:25][N:21]1[CH2:22][CH2:23][CH2:24][C@H:20]1[CH2:19][N:8]1[C:7]2[CH:6]=[CH:5][CH:4]=[CH:3][C:13]=2[CH2:12][O:11][C:10]2[CH:14]=[CH:15][CH:16]=[CH:17][C:9]1=2 |f:0.1|. Procedure details: Sixty-percent sodium hydride (0.30 g, 7.5 mmols) was washed with petroleum ether, and then suspended in 30 ml of dimethyl sulfoxide. To the suspension were added 990 mg (5.0 mmols) of 5,11-dihydrodibenzo[b,e][1,4]oxazepine. The mixture was stirred in a nitrogen atmosphere at room temperature for 30 minutes. To this reaction solution was added dropwise a solution of 1.4 g (5.5 mmols) of (R)-(-)-3-chloro-1-(3-methoxyphenethyl)piperidine [[α]D25 =-8.9° (c=1.2, ethanol)] in 5 ml of dimethyl sulfoxid... Starting materials: N1=C(C=NC=C1)C1=NC(=NC=C1)NCC1=CC=C(C(=O)O)C=C1 (4[(4-Pyrazin-2-yl-pyrimidin-2-ylamino)methyl]benzoic acid), CN(/C=C/C(=O)C=1C=NC=CC1)C ((E)-3-(dimethylamino)-1-(pyridin-3-yl)prop-2-en-1-one), product, N(C(=N)N)C1=CC=C(C(=O)O)C=C1 (4-guanidinobenzoic acid), CN(C)/C=C/C(=O)C1=NC=CN=C1 (3-Dimethylamino-1-pyrazin-2-yl-propenone). Yields the product N1=CC(=CC=C1)C1=CC(=NC=C1)NC1=CC=C(C(=O)O)C=C1 (4-(4-(Pyridin-3-yl)pyridin-2-ylamino)benzoic acid). As a reaction SMILES: N1C=CN=CC=1C1C=CN=[C:9]([NH:13][CH2:14][C:15]2[CH:23]=[CH:22][C:18]([C:19](O)=O)=[CH:17][CH:16]=2)N=1.[NH:24]([C:28]1[CH:36]=[CH:35][C:31]([C:32]([OH:34])=[O:33])=[CH:30][CH:29]=1)[C:25]([NH2:27])=N.CN(/C=C/C(C1C=NC=CN=1)=O)C.CN(C)/C=C/C(C1C=NC=CC=1)=O>>[N:13]1[CH:14]=[CH:15][CH:16]=[C:17]([C:18]2[CH:22]=[CH:23][N:27]=[C:25]([NH:24][C:28]3[CH:29]=[CH:30][C:31]([C:32]([OH:34])=[O:33])=[CH:35][CH:36]=3)[CH:19]=2)[CH:9]=1. Procedure: Title compound was prepared according to the procedure described for the synthesis of compound 25a (scheme 6, step 3) replacing the guanindine 24 by 4-guanidinobenzoic acid (344) (Zlatoidsky P., Maliar T. Eur. J. Med. Chem Chim. Ther.; 1996, 31, 895-900) and (E)-3-(dimethylamino)-1-(pyrazin-2-yl)-prop-2-en-1-one (23a) by (E)-3-(dimethylamino)-1-(pyridin-3-yl)prop-2-en-1-one (345) (Zimmermann J., Buchdunger E., et al. Bioorg. Med. Chem. Lett., 1996, 6, 1221-1226). Yield of the product 28%. MS (m/... Reactants: C(#N)C1=C(C(=NN1C)C(C(F)(F)F)(F)F)C(F)(F)F (5-cyano-1-methyl-3-pentafluoroethyl-4-trifluoromethyl-1H-pyrazole), [OH-].[Na+] (sodium hydroxide), O (water), Cl (hydrochloric acid), ice. Run at temperature 100 celsius, time 8 hour. Product: CN1N=C(C(=C1C(=O)O)C(F)(F)F)C(C(F)(F)F)(F)F (1-Methyl-3-pentafluoroethyl-4-trifluoromethyl-1H-pyrazole-5-carboxylic acid). As a reaction SMILES: [C:1]([C:3]1[N:7]([CH3:8])[N:6]=[C:5]([C:9]([F:15])([F:14])[C:10]([F:13])([F:12])[F:11])[C:4]=1[C:16]([F:19])([F:18])[F:17])#N.[OH-:20].[Na+].Cl.[OH2:23]>>[CH3:8][N:7]1[C:3]([C:1]([OH:23])=[O:20])=[C:4]([C:16]([F:19])([F:18])[F:17])[C:5]([C:9]([F:15])([F:14])[C:10]([F:13])([F:12])[F:11])=[N:6]1 |f:1.2|. Procedure details: 11.0 g (37.5 mmol) of 5-cyano-1-methyl-3-pentafluoroethyl-4-trifluoromethyl-1H-pyrazole, 22 ml of 50% strength sodium hydroxide solution and 7.0 ml of distilled water are heated in an oil bath until the solid has dissolved. The reaction mixture is then stirred overnight (oil bath temperature 100° C.). After cooling, the reaction mixture is poured onto a mixture of 150 ml of concentrated hydrochloric acid and 150 ml of ice. The mixture is afterstirred for 30 minutes and the solid is filtered off.... Reactants: N1(N=CN=C1)CC(=O)O (2-(1H-1,2,4-triazol-1-yl)acetic acid), FC1=C(C[C@@H]2C[C@H](NC2)C(=O)NC2=CC=C(C=C2)OC2=CC=C(C=C2)F)C=CC=C1 ((2S,4R)-4-(2-fluorobenzyl)-N-(4-(4-fluorophenoxy)phenyl)pyrrolidine-2-carboxamide). The product is Compound 106, N1(N=CN=C1)CC(=O)N1[C@@H](C[C@H](C1)CC1=C(C=CC=C1)F)C(=O)NC1=CC=C(C=C1)OC1=CC=C(C=C1)F ((2S,4R)-1-(2-(1H-1,2,4-triazol-1-yl)acetyl)-4-(2-fluorobenzyl)-N-(4-(4-fluorophenoxy)phenyl)pyrrolidine-2-carboxamide). RXN SMILES: [N:1]1([CH2:6][C:7]([OH:9])=O)[CH:5]=[N:4][CH:3]=[N:2]1.[F:10][C:11]1[CH:39]=[CH:38][CH:37]=[CH:36][C:12]=1[CH2:13][C@H:14]1[CH2:18][NH:17][C@H:16]([C:19]([NH:21][C:22]2[CH:27]=[CH:26][C:25]([O:28][C:29]3[CH:34]=[CH:33][C:32]([F:35])=[CH:31][CH:30]=3)=[CH:24][CH:23]=2)=[O:20])[CH2:15]1>>[N:1]1([CH2:6][C:7]([N:17]2[CH2:18][C@H:14]([CH2:13][C:12]3[CH:36]=[CH:37][CH:38]=[CH:39][C:11]=3[F:10])[CH2:15][C@H:16]2[C:19]([NH:21][C:22]2[CH:27]=[CH:26][C:25]([O:28][C:29]3[CH:30]=[CH:31][C:32]([F:35])=[CH:33][CH:34]=3)=[CH:24][CH:23]=2)=[O:20])=[O:9])[CH:5]=[N:4][CH:3]=[N:2]1. Reported procedure: Proceeding as in Example 1, but substituting 2-(1H-1,2,4-triazol-1-yl)acetic acid and (2S,4R)-4-(2-fluorobenzyl)-N-(4-(4-fluorophenoxy)phenyl)pyrrolidine-2-carboxamide, gave Compound 106, (2S,4R)-1-(2-(1H-1,2,4-triazol-1-yl)acetyl)-4-(2-fluorobenzyl)-N-(4-(4-fluorophenoxy)phenyl)pyrrolidine-2-carboxamide. Major isomer: 1H-NMR (400 MHz, CDCl3): δ 9.00 (s, 1H), 8.24 (s, 1H), 7.98 (s, 1H), 7.42-7.38 (m, 2H), 7.27-7.18 (m, 3H), 7.13-6.86 (m, 7H), 5.06 (d, 1H), 4.98 (d, 1H), 4.78 (d, 1H), 3.72-3.66 (... The reactants are C1CCOC1 (THF), C(C)(=O)NNC(=O)C1=CC2=C(N(C=N2)C2=CC(=C(S2)C(=O)OC)O[C@H](C)C2=C(C=CC=C2)Cl)C=C1 (methyl 5-{5-[(2-acetylhydrazino)carbonyl]-1H-benzimidazol-1-yl}-3-{[(1R)-1-(2-chlorophenyl)ethyl]oxy}-2-thiophene carboxylate). Run in [OH-].C(C)[NH+](CC)CC (triethylammonium hydroxide). Run at temperature 150 celsius. Product: ClC1=C(C=CC=C1)[C@@H](C)OC1=C(SC(=C1)N1C=NC2=C1C=CC(=C2)C=2OC(=NN2)C)C(=O)OC (Methyl 3-{[(1R)-1-(2-chlorophenyl)ethyl]oxy}-5-[5-(5-methyl-1,3,4-oxadiazol-2-yl)-1H -benzimidazol-1-yl]-2-thiophenecarboxylate). Yield: 93.3%. RXN SMILES: C1COCC1.[C:6]([NH:9][NH:10][C:11]([C:13]1[CH:40]=[CH:39][C:16]2[N:17]([C:20]3[S:24][C:23]([C:25]([O:27][CH3:28])=[O:26])=[C:22]([O:29][C@@H:30]([C:32]4[CH:37]=[CH:36][CH:35]=[CH:34][C:33]=4[Cl:38])[CH3:31])[CH:21]=3)[CH:18]=[N:19][C:15]=2[CH:14]=1)=O)(=[O:8])[CH3:7]>[OH-].C([NH+](CC)CC)C>[Cl:38][C:33]1[CH:34]=[CH:35][CH:36]=[CH:37][C:32]=1[C@H:30]([O:29][C:22]1[CH:21]=[C:20]([N:17]2[C:16]3[CH:39]=[CH:40][C:13]([C:11]4[O:8][C:6]([CH3:7])=[N:9][N:10]=4)=[CH:14][C:15]=3[N:19]=[CH:18]2)[S:24][C:23]=1[C:25]([O:27][CH3:28])=[O:26])[CH3:31] |f:2.3|. Procedure details: A 5.0 ml microwave vial was charged with 1.00 ml of THF, 286 mg (1.20 mmol) of methoxycarbonylsulfamoyl)triethylammonium hydroxide inner salt, and 154 mg (0.301 mmol) of methyl 5-{5-[(2-acetylhydrazino)carbonyl]-1H-benzimidazol-1-yl}-3-{[(1R)-1-(2-chlorophenyl)ethyl]oxy}-2-thiophene carboxylate. The reaction was heated in the microwave at 150° C. for 10 min. The crude was adsorbed onto silica gel and chromatographed to give 139 mg of a tan solid as the title compound, MS (APCI): 495 [M+H]+. Reactants: ClC1=NSC(=C1CO)C1=CC=C(C=C1)OC ([3-chloro-5-(4-methoxyphenyl)-1,2-thiazol-4-yl]methanol), TEA, CS(=O)(=O)Cl (MsCl). Run in C(Cl)Cl (DCM), ClCCl (dichloromethane). Reaction conditions: temperature 0 celsius. Product: ClC1=NSC(=C1CCl)C1=CC=C(C=C1)OC (3-chloro-4-(chloromethyl)-5-(4-methoxyphenyl)-1,2-thiazole). Reaction SMILES: [Cl:1][C:2]1[C:6]([CH2:7]O)=[C:5]([C:9]2[CH:14]=[CH:13][C:12]([O:15][CH3:16])=[CH:11][CH:10]=2)[S:4][N:3]=1.CS([Cl:21])(=O)=O>C(Cl)Cl>[Cl:1][C:2]1[C:6]([CH2:7][Cl:21])=[C:5]([C:9]2[CH:14]=[CH:13][C:12]([O:15][CH3:16])=[CH:11][CH:10]=2)[S:4][N:3]=1. Reported procedure: Into a 100-mL round-bottom flask, was placed [3-chloro-5-(4-methoxyphenyl)-1,2-thiazol-4-yl]methanol (223 mg, 0.87 mmol, 1.00 equiv), dichloromethane (20 mL), TEA (261 mg, 2.58 mmol, 2.96 equiv). This was followed by the addition of MsCl (200 mg) dropwise with stirring at 0° C. The resulting solution was stirred for 2 h at room temperature. The resulting solution was diluted with 40 mL of DCM. The resulting mixture was washed with 3×10 mL of water. The mixture was dried over anhydrous sodium sul...